From a dataset of the Open Reaction Database (ORD), a public repository of structured organic reaction records. describe an organic reaction: reactants, conditions, products, and yield Reactants: SCc1ccccc1, CN(C)C(=O)c1cccnc1Cl, CC(C)(C)[O-], CN(C)C=O, [K+], O. Product: CN(C)C(=O)c1cccnc1SCc1ccccc1. As a reaction SMILES: [CH2:7]([c:8]1[cH:9][cH:10][cH:11][cH:12][cH:13]1)[SH:14].[CH3:15][N:16]([C:17](=[O:18])[c:19]1[c:20]([Cl:25])[n:21][cH:22][cH:23][cH:24]1)[CH3:26].[CH3:1][C:2]([CH3:3])([O-:4])[CH3:5].[CH3:28][N:29]([CH3:30])[CH:31]=[O:32].[K+:6].[OH2:27]>>[CH2:7]([c:8]1[cH:9][cH:10][cH:11][cH:12][cH:13]1)[S:14][c:20]1[c:19]([C:17]([N:16]([CH3:15])[CH3:26])=[O:18])[cH:24][cH:23][cH:22][n:21]1. The reactants are C=CCC(CO[Si](C)(C)C(C)(C)C)N(C)C(=O)NCc1cccc(F)c1F, CO, Cl. The product is C=CCC(CO)N(C)C(=O)NCc1cccc(F)c1F. RXN SMILES: [C:1]([Si:2]([CH3:3])([CH3:4])[O:6][CH2:7][CH:8]([CH2:9][CH:10]=[CH2:11])[N:12]([C:13](=[O:14])[NH:15][CH2:16][c:17]1[c:18]([F:24])[c:19]([F:23])[cH:20][cH:21][cH:22]1)[CH3:25])([CH3:5])([CH3:26])[CH3:27].[CH3:29][OH:30].[ClH:28]>>[OH:6][CH2:7][CH:8]([CH2:9][CH:10]=[CH2:11])[N:12]([C:13](=[O:14])[NH:15][CH2:16][c:17]1[c:18]([F:24])[c:19]([F:23])[cH:20][cH:21][cH:22]1)[CH3:25]. Starting materials: C(CCCCCC)C(=CC(=O)C1=CN(C2=CC=CC=C12)CCCC(=O)OCC1=CC=C(C=C1)OC)CCCCCCC (4-methoxybenzyl 4-[3-(3-heptyl-2-decenoyl)-1-indolyl]butyrate), C(\C=C\CCCCCC)(=O)C1=CN(C2=CC=CC=C12)CCCC(=O)OCC1=CC=C(C=C1)OC ((E)-4-methoxybenzyl 4-[3-(2-nonenoyl)-1-indolyl]butyrate). Yields the product C(CCCCCC)C(=CC(=O)C1=CN(C2=CC=CC=C12)CCCC(=O)O)CCCCCCC (4-[3-(3-heptyl-2-decenoyl)-1-indolyl]butyric acid). Reaction SMILES: [CH2:1]([C:8]([CH2:36][CH2:37][CH2:38][CH2:39][CH2:40][CH2:41][CH3:42])=[CH:9][C:10]([C:12]1[C:20]2[C:15](=[CH:16][CH:17]=[CH:18][CH:19]=2)[N:14]([CH2:21][CH2:22][CH2:23][C:24]([O:26]CC2C=CC(OC)=CC=2)=[O:25])[CH:13]=1)=[O:11])[CH2:2][CH2:3][CH2:4][CH2:5][CH2:6][CH3:7].C(C1C2C(=CC=CC=2)N(CCCC(OCC2C=CC(OC)=CC=2)=O)C=1)(=O)/C=C/CCCCCC>>[CH2:36]([C:8]([CH2:1][CH2:2][CH2:3][CH2:4][CH2:5][CH2:6][CH3:7])=[CH:9][C:10]([C:12]1[C:20]2[C:15](=[CH:16][CH:17]=[CH:18][CH:19]=2)[N:14]([CH2:21][CH2:22][CH2:23][C:24]([OH:26])=[O:25])[CH:13]=1)=[O:11])[CH2:37][CH2:38][CH2:39][CH2:40][CH2:41][CH3:42]. Procedure: The procedure of Ex. 45 was repeated except that 4-methoxybenzyl 4-[3-(3-heptyl-2-decenoyl)-1-indolyl]butyrate obtained in Ex. 53 was used in place of (E)-4-methoxybenzyl 4-[3-(2-nonenoyl)-1-indolyl]butyrate to give 4-[3-(3-heptyl-2-decenoyl)-1-indolyl]butyric acid as an oil. RXN SMILES: [BH4-:44].[CH2:1]([c:2]1[cH:3][cH:4][cH:5][cH:6][cH:7]1)[N:8]1[C:9]2([c:38]3[cH:39][cH:40][cH:41][cH:42][cH:43]3)[CH:10]([O:18][CH:19]([c:20]3[cH:21][c:22]([C:30]([F:31])([F:32])[F:33])[cH:23][c:24]([C:26]([F:27])([F:28])[F:29])[cH:25]3)[C:34](=[O:35])[O:36][CH3:37])[CH2:11][CH2:12][CH:13]1[CH:14]([C:16]#[N:17])[CH2:15]2.[CH3:46][OH:47].[Na+:45]>>[CH2:1]([c:2]1[cH:3][cH:4][cH:5][cH:6][cH:7]1)[N:8]1[C:9]2([c:38]3[cH:39][cH:40][cH:41][cH:42][cH:43]3)[CH:10]([O:18][CH:19]([c:20]3[cH:21][c:22]([C:30]([F:31])([F:32])[F:33])[cH:23][c:24]([C:26]([F:27])([F:28])[F:29])[cH:25]3)[CH2:34][OH:35])[CH2:11][CH2:12][CH:13]1[CH:14]([C:16]#[N:17])[CH2:15]2. Starting materials: [BH4-], COC(=O)C(OC1CCC2C(C#N)CC1(c1ccccc1)N2Cc1ccccc1)c1cc(C(F)(F)F)cc(C(F)(F)F)c1, CO, [Na+]. Yields the product N#CC1CC2(c3ccccc3)C(OC(CO)c3cc(C(F)(F)F)cc(C(F)(F)F)c3)CCC1N2Cc1ccccc1. Reactants: C(CCC)OC1=C(C=C(C=C1)N1N=CC(=C1)C(=O)OCC)C#N (ethyl 1-(4-butoxy-3-cyanophenyl)pyrazole-4-carboxylate), [OH-].[Na+] (sodium hydroxide), C(C)(=O)O (acetic acid), O (water). Solvent: C(C)O (ethanol). Reaction conditions: temperature 80 celsius. Product: C(CCC)OC1=C(C=C(C=C1)N1N=CC(=C1)C(=O)O)C#N (1-(4-butoxy-3-cyanophenyl)pyrazole-4-carboxylic acid). Isolated yield 54.9%. Reaction SMILES: [CH2:1]([O:5][C:6]1[CH:11]=[CH:10][C:9]([N:12]2[CH:16]=[C:15]([C:17]([O:19]CC)=[O:18])[CH:14]=[N:13]2)=[CH:8][C:7]=1[C:22]#[N:23])[CH2:2][CH2:3][CH3:4].[OH-].[Na+].O.C(O)(=O)C>C(O)C>[CH2:1]([O:5][C:6]1[CH:11]=[CH:10][C:9]([N:12]2[CH:16]=[C:15]([C:17]([OH:19])=[O:18])[CH:14]=[N:13]2)=[CH:8][C:7]=1[C:22]#[N:23])[CH2:2][CH2:3][CH3:4] |f:1.2|. Procedure details: To a solution (15 ml) of ethyl 1-(4-butoxy-3-cyanophenyl)pyrazole-4-carboxylate (1.5 g) in ethanol was added 1.5 N aqueous sodium hydroxide solution (4 ml) with stirring, and the mixture was heated at 80° C. for 1 hour. After the completion of the reaction, the reaction mixture was poured into water and the mixture was neutralized with acetic acid. The precipitated crystals were recrystallized from ethyl acetate to give 0.75 g of 1-(4-butoxy-3-cyanophenyl)pyrazole-4-carboxylic acid, melting poin... Starting materials: NCCC[C@H](C(=O)O)O ((R)-5-amino-2-hydroxypentanoic acid), Cl.N[C@H](CCCN)C(=O)O ((D)-ornithine hydrochloride), [OH-].[Na+] (sodium hydroxide), ClC(=O)OCC (ethyl chloroformate). The solvent is mixed solvent, CC(=O)C.O (acetone water). Reaction conditions: time 1 hour. Yields the product C(C)OC(=O)NCCC[C@H](C(=O)O)O ((R)-5-ethoxycarbonylamino-2-hydroxypentanoic acid). Reaction SMILES: [NH2:1][CH2:2][CH2:3][CH2:4][C@@H:5]([OH:9])[C:6]([OH:8])=[O:7].Cl.N[C@@H](C(O)=O)CCCN.[OH-].[Na+].Cl[C:23]([O:25][CH2:26][CH3:27])=[O:24]>CC(C)=O.O>[CH2:26]([O:25][C:23]([NH:1][CH2:2][CH2:3][CH2:4][C@@H:5]([OH:9])[C:6]([OH:8])=[O:7])=[O:24])[CH3:27] |f:1.2,3.4,6.7|. Reported procedure: In an amount of 15.3 g of (R)-5-amino-2-hydroxypentanoic acid, which was synthesized from (D)-ornithine hydrochloride according to the method described in YAKUGAKU ZASSHI (Vol 87, (1967), 1184-1188), was dissolved in 150 ml of a mixed solvent of acetone/water (1:1), added dropwise simultaneously with 45.8 ml of 5 N aqueous sodium hydroxide and 11 ml of ethyl chloroformate under ice cooling over 40 minutes, and stirred under the same condition for 1 hour. The reaction system was washed with ethyl... Starting materials: CC(C)(O)c1ccc(F)c(F)c1, Cc1ccc(S(=O)(=O)O)cc1, c1ccccc1. The product is C=C(C)c1ccc(F)c(F)c1. As a reaction SMILES: [F:1][c:2]1[cH:3][c:4]([C:9]([CH3:10])([CH3:11])[OH:12])[cH:5][cH:6][c:7]1[F:8].[c:13]1([CH3:14])[cH:15][cH:16][c:17]([S:18]([OH:19])(=[O:20])=[O:21])[cH:22][cH:23]1.[cH:24]1[cH:25][cH:26][cH:27][cH:28][cH:29]1>>[F:1][c:2]1[cH:3][c:4]([C:9](=[CH2:10])[CH3:11])[cH:5][cH:6][c:7]1[F:8]. Reactants: Cl (hydrochloric acid), 10, N(=[N+]=[N-])CC(=O)C=1N=CN2C1SC=C2 (7-azidoacetylimidazo[5,1-b]thiazole), C1CCOC1 (THF), [H][H] (hydrogen). Reagents/catalysts: [Pd] (Pd-C). The solvent is CO (methanol), CO (methanol). Run at time 5 hour. Product: C(C)(=O)NCC(=O)C=1N=CN2C1SC=C2 (7-acetylaminoacetylimidazo[5,1-b]thiazole). As a reaction SMILES: Cl.[N:2]([CH2:5][C:6]([C:8]1[N:9]=[CH:10][N:11]2[CH:15]=[CH:14][S:13][C:12]=12)=[O:7])=[N+]=[N-].[H][H].C1C[O:21][CH2:20][CH2:19]1>CO.[Pd]>[C:20]([NH:2][CH2:5][C:6]([C:8]1[N:9]=[CH:10][N:11]2[CH:15]=[CH:14][S:13][C:12]=12)=[O:7])(=[O:21])[CH3:19]. Reported procedure: A solution (17 ml) of 10% hydrochloric acid in methanol and 800 mg of 10%Pd-C were added to a solution of 1.78 g of 7-azidoacetylimidazo[5,1-b]thiazole in 85 ml of methanol and 85 ml of THF. The atmosphere in the reactor was replaced with hydrogen. The system was stirred at room temperature for 5 hr. The catalyst was removed by filtration through Celite and washed with methanol. The solvent was removed by distillation. The residue was dissolved in 50 ml of DMF. Pyridine (3.43 ml) and 1.22 ml of ... Reaction SMILES: [CH3:40][OH:41].[Na+:39].[O:33]1[CH2:34][CH2:35][CH2:36][CH2:37]1.[OH-:38].[c:1]1([CH:7]([CH2:8][CH2:9][N:10]2[CH2:11][CH2:12][N:13]([c:16]3[cH:17][c:18]([C:19](=[O:20])[O:21][CH2:22][CH3:23])[cH:24][cH:25][cH:26]3)[CH2:14][CH2:15]2)[c:27]2[cH:28][cH:29][cH:30][cH:31][cH:32]2)[cH:2][cH:3][cH:4][cH:5][cH:6]1>>[c:1]1([CH:7]([CH2:8][CH2:9][N:10]2[CH2:11][CH2:12][N:13]([c:16]3[cH:17][c:18]([C:19](=[O:20])[OH:21])[cH:24][cH:25][cH:26]3)[CH2:14][CH2:15]2)[c:27]2[cH:28][cH:29][cH:30][cH:31][cH:32]2)[cH:2][cH:3][cH:4][cH:5][cH:6]1. The product is O=C(O)c1cccc(N2CCN(CCC(c3ccccc3)c3ccccc3)CC2)c1. The reactants are CO, [Na+], C1CCOC1, [OH-], CCOC(=O)c1cccc(N2CCN(CCC(c3ccccc3)c3ccccc3)CC2)c1. Reactants: BrC1=CC(=C(C=C1F)S(=O)(=O)Cl)F (4-Bromo-2,5-difluorobenzenesulfonyl chloride), C1(CC1)N (cyclopropylamine). Solvent: ClCCl (dichloromethane). The product is BrC1=CC(=C(C=C1F)S(=O)(=O)NC1CC1)F (4-bromo-N-cyclopropyl-2,5-difluorobenzenesulfonamide). Reaction SMILES: [Br:1][C:2]1[C:7]([F:8])=[CH:6][C:5]([S:9](Cl)(=[O:11])=[O:10])=[C:4]([F:13])[CH:3]=1.[CH:14]1([NH2:17])[CH2:16][CH2:15]1>ClCCl>[Br:1][C:2]1[C:7]([F:8])=[CH:6][C:5]([S:9]([NH:17][CH:14]2[CH2:16][CH2:15]2)(=[O:11])=[O:10])=[C:4]([F:13])[CH:3]=1. Procedure: According to general procedure C, 4-Bromo-2,5-difluorobenzenesulfonyl chloride (0.20 g, 0.68 mmol) and cyclopropylamine were stirred together in dichloromethane (1 mL) for 16 hours. The reaction afforded 4-bromo-N-cyclopropyl-2,5-difluorobenzenesulfonamide (0.17 g) after purification. HPLC purity 99.2% at 210-370 nm, 10.2 min.; the Xterra® RP18 column, 3.5μ, 150×4.6 mm column, 1.2 mL/min., 85/15-5/95 (ammonium formate buffer pH=3.5/ACN+MeOH) for 10 min., hold 4 min. HRMS: calcd for C9H8BrF2NO2S−...